From a dataset of the Open Reaction Database (ORD), a public repository of structured organic reaction records. describe an organic reaction: reactants, conditions, products, and yield Reaction SMILES: [Cl:15][O-:16].[Cl:1][c:2]1[c:3]([CH2:4][N:5]2[S:6](=[O:10])[O:7][CH2:8][CH2:9]2)[cH:11][cH:12][cH:13][cH:14]1.[Na+:17].[OH2:18].[Ru:19](=[O:20])=[O:21]>>[Cl:1][c:2]1[c:3]([CH2:4][N:5]2[S:6](=[O:10])(=[O:16])[O:7][CH2:8][CH2:9]2)[cH:11][cH:12][cH:13][cH:14]1. Starting materials: [O-]Cl, O=S1OCCN1Cc1ccccc1Cl, [Na+], O, O=[Ru]=O. Yields the product O=S1(=O)OCCN1Cc1ccccc1Cl. The reactants are CON, CO, Cl, O, CN=C(C(=O)NC)c1ccccc1O. The product is CNC(=O)C(=NOC)c1ccccc1O. As a reaction SMILES: [CH3:16][O:17][NH2:18].[CH3:19][OH:20].[ClH:15].[OH2:21].[OH:1][c:2]1[c:3]([C:8]([C:9](=[O:10])[NH:11][CH3:12])=[N:13][CH3:14])[cH:4][cH:5][cH:6][cH:7]1>>[OH:1][c:2]1[c:3]([C:8]([C:9](=[O:10])[NH:11][CH3:12])=[N:13][O:17][CH3:16])[cH:4][cH:5][cH:6][cH:7]1. The reactants are BrC=1C=C2C=3N(C(C(NC3C1)=O)=O)C(CC2)CC(=O)O (9-bromo-5-carboxymethyl-6,7-dihydro-1H, 5H-pyrido[1,2,3-de]quinoxaline-2,3-dione), S(N)(=O)(=O)C=1C=C(N)C=CC1 (m-sulfamoylaniline). The product is BrC=1C=C2C=3N(C(C(NC3C1)=O)=O)C(CC2)CC(NC2=CC(=CC=C2)S(N)(=O)=O)=O (9-Bromo-5-(m-sulfamoylphenylcarbamoylmethyl)-6,7-dihydro-1H, 5H-pyrido[1,2,3-de]quinoxaline-2,3-dione). Isolated yield 84.7%. Reaction SMILES: [Br:1][C:2]1[CH:3]=[C:4]2[CH2:16][CH2:15][CH:14]([CH2:17][C:18]([OH:20])=O)[N:6]3[C:7](=[O:13])[C:8](=[O:12])[NH:9][C:10]([CH:11]=1)=[C:5]23.[S:21]([C:25]1[CH:26]=[C:27]([CH:29]=[CH:30][CH:31]=1)[NH2:28])(=[O:24])(=[O:23])[NH2:22]>>[Br:1][C:2]1[CH:3]=[C:4]2[CH2:16][CH2:15][CH:14]([CH2:17][C:18](=[O:20])[NH:28][C:27]3[CH:29]=[CH:30][CH:31]=[C:25]([S:21](=[O:24])(=[O:23])[NH2:22])[CH:26]=3)[N:6]3[C:7](=[O:13])[C:8](=[O:12])[NH:9][C:10]([CH:11]=1)=[C:5]23. Procedure details: A procedure similar to that described in Example 51 was carried out with 9-bromo-5-carboxymethyl-6,7-dihydro-1H, 5H-pyrido[1,2,3-de]quinoxaline-2,3-dione (170 mg, 0.5 mmol) and m-sulfamoylaniline (100 mg, 0.58 mmol) to give 209 mg of the title compound (85%): mp>270° C.; 1H NMR (270 MHz, DMSO-d6) δ12.07 (s, 1H), 10.33 (s, 1H), 8.13 (s, 1H), 7.70~7.78 (m, 1H), 7.45~7.55 (m,2H), 7.24 (bs, 1H), 7.15 (bs, 1H), 5.15~5.28 (m, 1H), 3.06 (ddd, 1H, J=17.1, 13.5, 4.5 Hz), 2.83 (dm, 1H, J=16.8 Hz), 2.65 (d... Starting materials: FC1=CC2=C(SC(=C2)C(=O)N[C@@H](C(=O)O)CC2=CC=CC=C2)C=C1 ((R)-2-(5-fluorobenzo[b]thiophene-2-carboxamido)-3-phenylpropanoic acid), C(C)(C)(C)OC([C@@H](N)CC1=CC=CC=C1)=O ((S)-phenylalanine tert-butyl ester). Yields the product FC1=CC2=C(SC(=C2)C(=O)N[C@H](C(=O)O)CC2=CC=CC=C2)C=C1 ((S)-2-(5-fluorobenzo[b]thiophene-2-carboxamido)-3-phenylpropanoic acid). Reaction SMILES: [F:1][C:2]1[CH:24]=[CH:23][C:5]2[S:6][C:7]([C:9]([NH:11][C@H:12]([CH2:16][C:17]3[CH:22]=[CH:21][CH:20]=[CH:19][CH:18]=3)[C:13]([OH:15])=[O:14])=[O:10])=[CH:8][C:4]=2[CH:3]=1.C(OC(=O)[C@H](CC1C=CC=CC=1)N)(C)(C)C>>[F:1][C:2]1[CH:24]=[CH:23][C:5]2[S:6][C:7]([C:9]([NH:11][C@@H:12]([CH2:16][C:17]3[CH:18]=[CH:19][CH:20]=[CH:21][CH:22]=3)[C:13]([OH:15])=[O:14])=[O:10])=[CH:8][C:4]=2[CH:3]=1. Procedure: Following the 10a synthetic method, using B1 (110.65 mg, 0.5 mmol) instead of A1 gave 10b as a white powder; (163.96 mg, 95.5%). [α]D25: +21.8 (c=0.35, CHCl3); 1H-NMR (300 MHz, CDCl3): δ 7.97 (s, 1H), 7.74-7.69 (m, 1H), 7.60 (s, 1H), 7.39-7.16 (m, 7H), 6.86 (d, J=7.5 Hz, 1H), 5.09-5.07 (m, 1H), 3.39-3.22 (m, 2H); 13C NMR (300 MHz, CDCl3): δ 175.03, 162.49, 162.17, 159.27, 139.84, 139.51, 136.42, 135.52, 129.37, 128.76, 127.36, 125.57, 124.05, 115.93, 110.45, 53.87, 37.31; HRMS (ESI): calcd for: ... Reactants: Br[C@H]1C[C@]2(C)[C@@H](C1)[C@@H]1CCC=3C=C(C=CC3[C@H]1CC2)OC (16α-bromo-3-methoxy-estra-1,3,5(10)-triene), [N-]=[N+]=[N-].[Li+] (lithium azide), O (water). The solvent is CS(=O)C (DMSO). Product: N(=[N+]=[N-])[C@@H]1C[C@]2(C)[C@@H](C1)[C@@H]1CCC=3C=C(C=CC3[C@H]1CC2)OC (16β-Azido-3-methoxy-estra-1,3,5(10)-triene). RXN SMILES: Br[C@@H:2]1[CH2:7][C@H:6]2[C@H:8]3[C@H:17]([CH2:18][CH2:19][C@:4]2([CH3:5])[CH2:3]1)[C:16]1[CH:15]=[CH:14][C:13]([O:20][CH3:21])=[CH:12][C:11]=1[CH2:10][CH2:9]3.[N-:22]=[N+:23]=[N-:24].[Li+].O>CS(C)=O>[N:22]([C@H:2]1[CH2:7][C@H:6]2[C@H:8]3[C@H:17]([CH2:18][CH2:19][C@:4]2([CH3:5])[CH2:3]1)[C:16]1[CH:15]=[CH:14][C:13]([O:20][CH3:21])=[CH:12][C:11]=1[CH2:10][CH2:9]3)=[N+:23]=[N-:24] |f:1.2|. Procedure: A stirred solution of 1.56 g (4.5 mmol) 16α-bromo-3-methoxy-estra-1,3,5(10)-triene and 0.67 g (13.7 mmol) lithium azide in 30 ml of DMSO is heated for 1 h to 80° C. After cooling, water is added dropwise and the resulting precipitate is collected by filtration, washed with water and dried under vacuum. 1.33 g (96%). F=80-85° C., after recrystallization from ether/methanol: F=84-87° C. [α]D+60° (c=10.2). Reactants: C(#N)C=1N=CNC1 (4-cyanoimidazole), C(C)[Mg]Br (ethyl magnesium bromide), [OH-].[Na+] (sodium hydroxide), S(O)(O)(=O)=O (sulfuric acid). Run in C1CCOC1 (THF), C1CCOC1 (THF), O (Water). Run at temperature 20 celsius, time 4 hour. Yields the product N1C=NC(=C1)C(CC)=O (1-(1H-imidazol-4-yl)-1-propanone). Isolated yield 63.0%. Reaction SMILES: [C:1]([C:3]1[N:4]=[CH:5][NH:6][CH:7]=1)#N.[CH2:8]([Mg]Br)[CH3:9].S(=O)(=O)(O)[OH:13].[OH-].[Na+]>C1COCC1.O>[NH:6]1[CH:7]=[C:3]([C:1](=[O:13])[CH2:8][CH3:9])[N:4]=[CH:5]1 |f:3.4|. Procedure details: A solution of 4-cyanoimidazole (2 g, 21.4 mmol) in THF (25 ml) was added dropwise to a solution (68.5 mL, 68.5 mmol, 3.2 equivalents) of 1 M ethyl magnesium bromide in THF at 0 to 10° C. under a nitrogen atmosphere. The mixture was stirred at 15 to 25° C. for 4 h. Water (20 ml) and 10% aqueous sulfuric acid solution (45 ml) were successively added dropwise, and the mixture was stirred for 1 h. A 30% aqueous sodium hydroxide solution was added dropwise to adjust the pH to 8. After partitioning, t...